From a dataset of the Open Reaction Database (ORD), a public repository of structured organic reaction records. describe an organic reaction: reactants, conditions, products, and yield The solvent is CS(=O)C (DMSO). RXN SMILES: Cl[C:2]1[N:3]=[N:4][C:5]([C:8]([F:11])([F:10])[F:9])=[CH:6][CH:7]=1.[CH3:12][O:13][C:14]1[CH:19]=[C:18](B2OC(C)(C)C(C)(C)O2)[CH:17]=[CH:16][N:15]=1.C([O-])([O-])=O.[K+].[K+]>CS(C)=O.C1C=CC(P(C2C=CC=CC=2)[C-]2C=CC=C2)=CC=1.C1C=CC(P(C2C=CC=CC=2)[C-]2C=CC=C2)=CC=1.Cl[Pd]Cl.[Fe+2]>[CH3:12][O:13][C:14]1[CH:19]=[C:18]([C:2]2[N:3]=[N:4][C:5]([C:8]([F:11])([F:10])[F:9])=[CH:6][CH:7]=2)[CH:17]=[CH:16][N:15]=1 |f:2.3.4,6.7.8.9|. The reagents and catalysts are C1=CC=C(C=C1)P([C-]2C=CC=C2)C3=CC=CC=C3.C1=CC=C(C=C1)P([C-]2C=CC=C2)C3=CC=CC=C3.Cl[Pd]Cl.[Fe+2] (PdCl2(dppf)). Conditions: temperature 80 celsius, time 2 hour. Reported procedure: 3-Chloro-6-(trifluoromethyl)pyridazine (137 mg, 0.751 mmol), 2-methoxy-4-(4,4,5,5-tetramethyl-1,3,2-dioxaborolan-2-yl)pyridine (176 mg, 0.749 mmol), K2CO3 (310 mg, 2.25 mmol) and PdCl2(dppf) (61 mg, 0.075 mmol) were stirred in DMSO (4 mL). The reaction mixture was degassed, then back-filled with N2. The reaction mixture was stirred at 80° C. in a pre-heated oil bath for 2 hours. After cooling, the reaction was quenched with water and extracted with CH2Cl2. The organic layer was washed with H2O a... Product: hexanes EtOAc, COC1=NC=CC(=C1)C=1N=NC(=CC1)C(F)(F)F (3-(2-Methoxypyridin-4-yl)-6-(trifluoromethyl)pyridazine). The reactants are ClC=1N=NC(=CC1)C(F)(F)F (3-Chloro-6-(trifluoromethyl)pyridazine), COC1=NC=CC(=C1)B1OC(C(O1)(C)C)(C)C (2-methoxy-4-(4,4,5,5-tetramethyl-1,3,2-dioxaborolan-2-yl)pyridine), C(=O)([O-])[O-].[K+].[K+] (K2CO3). The yield is 60.2%.